This data is from the Open Reaction Database (ORD), a public repository of structured organic reaction records. The task is: describe an organic reaction: reactants, conditions, products, and yield The reactants are CCn1cc(-c2nc(NC3CCCCC3NC(=O)OC(C)(C)C)c(F)c3c2C(=O)NC3)cn1, ClCCl, ClCCl, O=C(O)C(F)(F)F. Yields the product CCn1cc(-c2nc(NC3CCCCC3N)c(F)c3c2C(=O)NC3)cn1, O=C(O)C(F)(F)F. Reaction SMILES: [CH2:1]([CH3:2])[n:3]1[n:4][cH:5][c:6](-[c:8]2[n:9][c:10]([NH:19][CH:20]3[CH:21]([NH:26][C:27](=[O:28])[O:29][C:30]([CH3:31])([CH3:32])[CH3:33])[CH2:22][CH2:23][CH2:24][CH2:25]3)[c:11]([F:18])[c:12]3[c:13]2[C:14](=[O:17])[NH:15][CH2:16]3)[cH:7]1.[Cl:41][CH2:42][Cl:43].[Cl:44][CH2:45][Cl:46].[F:34][C:35]([C:36](=[O:37])[OH:38])([F:39])[F:40]>>[CH2:1]([CH3:2])[n:3]1[n:4][cH:5][c:6](-[c:8]2[n:9][c:10]([NH:19][CH:20]3[CH:21]([NH2:26])[CH2:22][CH2:23][CH2:24][CH2:25]3)[c:11]([F:18])[c:12]3[c:13]2[C:14](=[O:17])[NH:15][CH2:16]3)[cH:7]1.[F:34][C:35]([C:36](=[O:37])[OH:38])([F:39])[F:40].